From a dataset of the Open Reaction Database (ORD), a public repository of structured organic reaction records. describe an organic reaction: reactants, conditions, products, and yield Procedure details: A solution of 4-(4-fluorobenzyl)-3-oxopiperazine-1-carbonitrile (0.56 g, 2.40 mmol) and benzylamine (0.53 mL, 4.80 mmol) in 1,1,1,3,3,3-hexafluoroisopropanol (10 mL) was heated to reflux overnight. The solvent was removed in vacuo and the residue was purified by prep HPLC on a C18 column eluting with a water/acetonitrile/TFA gradient. The pure fractions were concentrated to an oil. The oil was partitioned between aqueous sat. NH4Cl and chloroform. The layers were separated and the aqueous layer ... As a reaction SMILES: [F:1][C:2]1[CH:17]=[CH:16][C:5]([CH2:6][N:7]2[CH2:12][CH2:11][N:10]([C:13]#[N:14])[CH2:9][C:8]2=[O:15])=[CH:4][CH:3]=1.[CH2:18]([NH2:25])[C:19]1[CH:24]=[CH:23][CH:22]=[CH:21][CH:20]=1>C(O)(C(F)(F)F)C(F)(F)F>[CH2:18]([N:25]=[C:13]([N:10]1[CH2:11][CH2:12][N:7]([CH2:6][C:5]2[CH:16]=[CH:17][C:2]([F:1])=[CH:3][CH:4]=2)[C:8](=[O:15])[CH2:9]1)[NH2:14])[C:19]1[CH:24]=[CH:23][CH:22]=[CH:21][CH:20]=1. Reactants: FC1=CC=C(CN2C(CN(CC2)C#N)=O)C=C1 (4-(4-fluorobenzyl)-3-oxopiperazine-1-carbonitrile), C(C1=CC=CC=C1)N (benzylamine). Product: C(C1=CC=CC=C1)N=C(N)N1CC(N(CC1)CC1=CC=C(C=C1)F)=O (N′-Benzyl-4-(4-fluorobenzyl)-3-oxopiperazine-1-carboximidamide). Run in C(C(F)(F)F)(C(F)(F)F)O (1,1,1,3,3,3-hexafluoroisopropanol).